From a dataset of the Open Reaction Database (ORD), a public repository of structured organic reaction records. describe an organic reaction: reactants, conditions, products, and yield Reactants: ClC(=O)C1CCN(CC1)C(=O)OCC (ethyl 4-(chlorocarbonyl)-1-piperidinecarboxylate), Cl (HCl), C1(=CC=CC=C1)C1=CC=CC=C1 (1,1′-biphenyl), [Cl-].[Al+3].[Cl-].[Cl-] (aluminum-(III)-chloride). Run in ClCCCl (1,2-dichloroethane), ClCCCl (1,2-dichloroethane). Yields the product C1(=CC=CC=C1)C1=CC=C(C(=O)C2CCN(CC2)C(=O)OCC)C=C1 (ethyl 4-(4-phenylbenzoyl)-1-piperidinecarboxylate). The yield is 41.5%. As a reaction SMILES: [C:1]1([C:7]2[CH:12]=[CH:11][CH:10]=[CH:9][CH:8]=2)[CH:6]=[CH:5][CH:4]=[CH:3][CH:2]=1.[Cl-].[Al+3].[Cl-].[Cl-].Cl[C:18]([CH:20]1[CH2:25][CH2:24][N:23]([C:26]([O:28][CH2:29][CH3:30])=[O:27])[CH2:22][CH2:21]1)=[O:19].Cl>ClCCCl>[C:1]1([C:7]2[CH:8]=[CH:9][C:10]([C:18]([CH:20]3[CH2:25][CH2:24][N:23]([C:26]([O:28][CH2:29][CH3:30])=[O:27])[CH2:22][CH2:21]3)=[O:19])=[CH:11][CH:12]=2)[CH:6]=[CH:5][CH:4]=[CH:3][CH:2]=1 |f:1.2.3.4|. Reported procedure: A mixture of 1,1′-biphenyl (0.3 mol) and aluminum-(III)-chloride (0.6 mol) in 1,2-dichloroethane (500 ml) was stirred. A mixture of ethyl 4-(chlorocarbonyl)-1-piperidinecarboxylate (0.3 mol) in 1,2-dichloroethane (100 ml) was added dropwise over a 30-minutes period (exothermic temperature rise to 30° C.). The mixture was stirred at room temperature for 90 minutes, poured out into ice and HCl and extracted with DCM. CH3OH was added. The organic layer was separated, dried, filtered and the solvent... The reactants are [BH4-], CCOC(C)=O, CO, [Na+], O, O=C(CSCCO)c1ccc(-c2ccccc2)cc1, c1ccccc1. The product is OCCSCC(O)c1ccc(-c2ccccc2)cc1. RXN SMILES: [BH4-:20].[C:22]([O:23][CH2:24][CH3:25])(=[O:26])[CH3:27].[CH3:34][OH:35].[Na+:21].[OH2:36].[OH:1][CH2:2][CH2:3][S:4][CH2:5][C:6](=[O:7])[c:8]1[cH:9][cH:10][c:11](-[c:14]2[cH:15][cH:16][cH:17][cH:18][cH:19]2)[cH:12][cH:13]1.[cH:28]1[cH:29][cH:30][cH:31][cH:32][cH:33]1>>[OH:1][CH2:2][CH2:3][S:4][CH2:5][CH:6]([OH:7])[c:8]1[cH:9][cH:10][c:11](-[c:14]2[cH:15][cH:16][cH:17][cH:18][cH:19]2)[cH:12][cH:13]1. Reagents/catalysts: [Pd] (palladium on charcoal). The solvent is O1CCCC1 (tetrahydrofuran). The reactants are [Si](C)(C)(C(C)(C)C)OC[C@H]1N([C@H](CC1)CO[Si](C)(C)C(C)(C)C)C1=NC(=NC(=N1)C1=CC=C(C=C1)[N+](=O)[O-])N1CC2CCC(C1)O2 (3-(4-((2S,5R)-2,5-bis((tert-butyldimethylsilyloxy)methyl)pyrrolidin-1-yl)-6-(4-nitrophenyl)-1,3,5-triazin-2-yl)-8-oxa-3-azabicyclo[3.2.1]octane), [H][H] (hydrogen). The product is C12CN(CC(CC1)O2)C2=NC(=NC(=N2)N2[C@@H](CC[C@@H]2CO[Si](C)(C)C(C)(C)C)CO[Si](C)(C)C(C)(C)C)C2=CC=C(N)C=C2 (4-(4-(8-oxa-3-azabicyclo[3.2.1]octan-3-yl)-6-((2S,5R)-2,5-bis((tert-butyldimethylsilyloxy)methyl)pyrrolidin-1-yl)-1,3,5-triazin-2-yl)aniline). Reaction SMILES: [Si:1]([O:8][CH2:9][C@@H:10]1[CH2:14][CH2:13][C@H:12]([CH2:15][O:16][Si:17]([C:20]([CH3:23])([CH3:22])[CH3:21])([CH3:19])[CH3:18])[N:11]1[C:24]1[N:29]=[C:28]([C:30]2[CH:35]=[CH:34][C:33]([N+:36]([O-])=O)=[CH:32][CH:31]=2)[N:27]=[C:26]([N:39]2[CH2:45][CH:44]3[O:46][CH:41]([CH2:42][CH2:43]3)[CH2:40]2)[N:25]=1)([C:4]([CH3:7])([CH3:6])[CH3:5])([CH3:3])[CH3:2].[H][H]>[Pd].O1CCCC1>[CH:41]12[O:46][CH:44]([CH2:43][CH2:42]1)[CH2:45][N:39]([C:26]1[N:25]=[C:24]([N:11]3[C@@H:12]([CH2:15][O:16][Si:17]([C:20]([CH3:22])([CH3:23])[CH3:21])([CH3:19])[CH3:18])[CH2:13][CH2:14][C@H:10]3[CH2:9][O:8][Si:1]([C:4]([CH3:5])([CH3:6])[CH3:7])([CH3:3])[CH3:2])[N:29]=[C:28]([C:30]3[CH:35]=[CH:34][C:33]([NH2:36])=[CH:32][CH:31]=3)[N:27]=1)[CH2:40]2. Procedure details: A suspension of palladium on charcoal (10%, 100 mg) and crude 3-(4-((2S,5R)-2,5-bis((tert-butyldimethylsilyloxy)methyl)pyrrolidin-1-yl)-6-(4-nitrophenyl)-1,3,5-triazin-2-yl)-8-oxa-3-azabicyclo[3.2.1]octane (3.4 mmol maximum) in tetrahydrofuran (30 mL) was shaken for 8 hours under 50 psi of hydrogen. The mixture was filtered through a pad of Celite™ diatomaceous earth and concentrated under reduced pressure to provide the title compound as an orange foam. MS (ES+)=642.4 (M+H)+ Reactants: Cl.CC=1C=C(C=CC1C)C1=CC(=CC=C1)C=1NC2=C(N1)C1=C(C=C(C=C1C=C2)S(=O)(=O)O)O (2-(3′,4′-dimethylbiphenyl-3-yl)-9-hydroxyl-3H-naphtho[1,2-d]imidazole-7-sulfonic acid hydrochloride), CN(C=O)C (N,N-dimethylformamide). Solvent: S(=O)(Cl)Cl (thionyl chloride). Conditions: temperature 60 celsius. Yields the product CC=1C=C(C=CC1C)C1=CC(=CC=C1)C=1NC2=C(N1)C1=C(C=C(C=C1C=C2)S(=O)(=O)Cl)O (2-(3′,4′-dimethylbiphenyl-3-yl)-9-hydroxyl-3H-naphtho[1,2-d]imidazole-7-sulfonyl chloride). Reaction SMILES: [ClH:1].[CH3:2][C:3]1[CH:4]=[C:5]([C:10]2[CH:15]=[CH:14][CH:13]=[C:12]([C:16]3[NH:17][C:18]4[CH:28]=[CH:27][C:26]5[C:21](=[C:22]([OH:33])[CH:23]=[C:24]([S:29](O)(=[O:31])=[O:30])[CH:25]=5)[C:19]=4[N:20]=3)[CH:11]=2)[CH:6]=[CH:7][C:8]=1[CH3:9].CN(C)C=O>S(Cl)(Cl)=O>[CH3:2][C:3]1[CH:4]=[C:5]([C:10]2[CH:15]=[CH:14][CH:13]=[C:12]([C:16]3[NH:17][C:18]4[CH:28]=[CH:27][C:26]5[C:21](=[C:22]([OH:33])[CH:23]=[C:24]([S:29]([Cl:1])(=[O:31])=[O:30])[CH:25]=5)[C:19]=4[N:20]=3)[CH:11]=2)[CH:6]=[CH:7][C:8]=1[CH3:9] |f:0.1|. Reported procedure: 2-(3′,4′-dimethylbiphenyl-3-yl)-9-hydroxyl-3H-naphtho[1,2-d]imidazole-7-sulfonic acid hydrochloride(0.08 g, 0.18 mmol) was suspended in 1 ml thionyl chloride containing catalytic amount of N,N-dimethylformamide. The reaction mixture was heated to 60° C. for 3 hours then was concentrated to dryness to give 2-(3′,4′-dimethylbiphenyl-3-yl)-9-hydroxyl-3H-naphtho[1,2-d]imidazole-7-sulfonyl chloride. Reactants: [Br-], C[Si](C)(C)[N-][Si](C)(C)C, CN(C)C(=O)c1coc(C(CC=O)CC(=O)OC(C)(C)C)n1, Cc1ccccc1, c1ccc([P+](CC2CCC2)(c2ccccc2)c2ccccc2)cc1, [Na+], C1CCOC1, O. The product is CN(C)C(=O)c1coc(C(CC=CC2CCC2)CC(=O)OC(C)(C)C)n1. Reaction SMILES: [Br-:1].[CH3:26][Si:27]([N-:28][Si:29]([CH3:30])([CH3:31])[CH3:32])([CH3:33])[CH3:34].[CH3:36][N:37]([C:38](=[O:39])[c:40]1[n:41][c:42]([CH:45]([CH2:46][C:47](=[O:48])[O:49][C:50]([CH3:51])([CH3:52])[CH3:53])[CH2:54][CH:55]=[O:56])[o:43][cH:44]1)[CH3:57].[CH3:64][c:65]1[cH:66][cH:67][cH:68][cH:69][cH:70]1.[CH:2]1([CH2:6][P+:7]([c:8]2[cH:9][cH:10][cH:11][cH:12][cH:13]2)([c:14]2[cH:15][cH:16][cH:17][cH:18][cH:19]2)[c:20]2[cH:21][cH:22][cH:23][cH:24][cH:25]2)[CH2:3][CH2:4][CH2:5]1.[Na+:35].[O:59]1[CH2:60][CH2:61][CH2:62][CH2:63]1.[OH2:58]>>[CH:2]1([CH:6]=[CH:55][CH2:54][CH:45]([c:42]2[n:41][c:40]([C:38]([N:37]([CH3:36])[CH3:57])=[O:39])[cH:44][o:43]2)[CH2:46][C:47](=[O:48])[O:49][C:50]([CH3:51])([CH3:52])[CH3:53])[CH2:3][CH2:4][CH2:5]1. Starting materials: ClC=1C(=CC(=C(C1)NC(=O)N1C(N(CC1)C1CCOCC1)=O)F)OC1=CC(=NC=C1)Cl (N-(5-chloro-4-((2-chloropyridin-4-yl)oxy)-2-fluorophenyl)-2-oxo-3-(tetrahydro-2H-pyran-4-yl)imidazolidine-1-carboxamide), C(C)(=O)N (acetamide), C(=O)([O-])[O-].[Cs+].[Cs+] (Cs2CO3), CC1(C2=C(C(=CC=C2)P(C3=CC=CC=C3)C4=CC=CC=C4)OC5=C(C=CC=C51)P(C6=CC=CC=C6)C7=CC=CC=C7)C (Xantphos). Reagents/catalysts: C=1C=CC(=CC1)/C=C/C(=O)/C=C/C2=CC=CC=C2.C=1C=CC(=CC1)/C=C/C(=O)/C=C/C2=CC=CC=C2.C=1C=CC(=CC1)/C=C/C(=O)/C=C/C2=CC=CC=C2.[Pd].[Pd] (Pd2(dba)3). Run in O1CCOCC1 (dioxane). Run at temperature 100 celsius. Yields the product C(C)(=O)NC1=NC=CC(=C1)OC1=CC(=C(C=C1Cl)NC(=O)N1C(N(CC1)C1CCOCC1)=O)F (N-(4-((2-acetamidopyridin-4-yl)oxy)-5-chloro-2-fluorophenyl)-2-oxo-3-(tetrahydro-2H-pyran-4-yl)imidazolidine-1-carboxamide). The yield is 29.0%. As a reaction SMILES: [Cl:1][C:2]1[C:3]([O:24][C:25]2[CH:30]=[CH:29][N:28]=[C:27](Cl)[CH:26]=2)=[CH:4][C:5]([F:23])=[C:6]([NH:8][C:9]([N:11]2[CH2:15][CH2:14][N:13]([CH:16]3[CH2:21][CH2:20][O:19][CH2:18][CH2:17]3)[C:12]2=[O:22])=[O:10])[CH:7]=1.[C:32]([NH2:35])(=[O:34])[CH3:33].C([O-])([O-])=O.[Cs+].[Cs+].CC1(C)C2C(=C(P(C3C=CC=CC=3)C3C=CC=CC=3)C=CC=2)OC2C(P(C3C=CC=CC=3)C3C=CC=CC=3)=CC=CC1=2>O1CCOCC1.C1C=CC(/C=C/C(/C=C/C2C=CC=CC=2)=O)=CC=1.C1C=CC(/C=C/C(/C=C/C2C=CC=CC=2)=O)=CC=1.C1C=CC(/C=C/C(/C=C/C2C=CC=CC=2)=O)=CC=1.[Pd].[Pd]>[C:32]([NH:35][C:27]1[CH:26]=[C:25]([O:24][C:3]2[C:2]([Cl:1])=[CH:7][C:6]([NH:8][C:9]([N:11]3[CH2:15][CH2:14][N:13]([CH:16]4[CH2:17][CH2:18][O:19][CH2:20][CH2:21]4)[C:12]3=[O:22])=[O:10])=[C:5]([F:23])[CH:4]=2)[CH:30]=[CH:29][N:28]=1)(=[O:34])[CH3:33] |f:2.3.4,7.8.9.10.11|. Procedure details: A mixture of Example C8 (0.243 g, 0.518 mmol), acetamide (0.184 g, 3.11 mmol), Cs2CO3 (0.422 g, 1.294 mmol) and Xantphos (0.090 g, 0.155 mmol) in dioxane (3 mL) was sparged with Ar, treated with Pd2(dba)3 (0.062 g, 0.067 mmol), sparged again with Ar and heated at 100° C. overnight. The mixture was cooled to RT, treated with brine, extracted with EtOAc (3×) and the combined organics were dried over Na2SO4, concentrated to dryness and purified twice via silica gel chromatography (MeOH/DCM, then Me... Product: N (ammonia), NCCC=1C=C(COCCNC(OC(C)(C)C)=O)C=CC1 (tert-Butyl 2-{[3-(2-aminoethyl)benzyl]oxy}ethylcarbamate). The yield is 161.1%. The reagents and catalysts are [Ni] (Raney® nickel). Procedure details: Raney® nickel (170 mg) was added to a solution of tert-butyl 2-{[3-(cyanomethyl)benzyl]oxy}ethylcarbamate (preparation 104) (654 mg, 2.26 mmol) in ethanolic ammonia solution (15 ml), and the mixture hydrogenated at 60 psi and room temperature for 24 hrs. The reaction mixture was filtered through Arbocel®, and the filtrate evaporated under reduced pressure. The residue was purified by column chromatography on silica gel using dichloromethane:methanol:0.88 ammonia (90:10:1) to afford the title com... Solvent: N (ammonia). RXN SMILES: [C:1]([CH2:3][C:4]1[CH:5]=[C:6]([CH:19]=[CH:20][CH:21]=1)[CH2:7][O:8][CH2:9][CH2:10][NH:11][C:12](=[O:18])[O:13][C:14]([CH3:17])([CH3:16])[CH3:15])#[N:2]>N.[Ni]>[NH3:2].[NH2:2][CH2:1][CH2:3][C:4]1[CH:5]=[C:6]([CH:19]=[CH:20][CH:21]=1)[CH2:7][O:8][CH2:9][CH2:10][NH:11][C:12](=[O:18])[O:13][C:14]([CH3:17])([CH3:15])[CH3:16]. Reaction conditions: time 24 hour. The reactants are C(#N)CC=1C=C(COCCNC(OC(C)(C)C)=O)C=CC1 (tert-butyl 2-{[3-(cyanomethyl)benzyl]oxy}ethylcarbamate). The reactants are C(C)OC(=O)C=1C=C(C(=O)C=2C=CC(=C(C2)CCC(=O)OCC)OC)C=CC1 (5-[3-(ethoxycarbonyl)benzoyl]-2-methoxybenzenepropanoic acid, ethyl ester), Cl.N1=CC=CC=C1 (pyridine hydrochloride). Run in O (water). Reaction conditions: temperature 180 celsius. Product: C(=O)(O)C=1C=C(C(=O)C=2C=CC(=C(C2)CCC(=O)O)O)C=CC1 (5-(3-Carboxybenzoyl)-2-hydroxybenzenepropanoic acid). Isolated yield 91.7%. As a reaction SMILES: C([O:3][C:4]([C:6]1[CH:7]=[C:8]([CH:26]=[CH:27][CH:28]=1)[C:9]([C:11]1[CH:12]=[CH:13][C:14]([O:24]C)=[C:15]([CH2:17][CH2:18][C:19]([O:21]CC)=[O:20])[CH:16]=1)=[O:10])=[O:5])C.Cl.N1C=CC=CC=1>O>[C:4]([C:6]1[CH:7]=[C:8]([CH:26]=[CH:27][CH:28]=1)[C:9]([C:11]1[CH:12]=[CH:13][C:14]([OH:24])=[C:15]([CH2:17][CH2:18][C:19]([OH:21])=[O:20])[CH:16]=1)=[O:10])([OH:5])=[O:3] |f:1.2|. Procedure: A mixture of 41.5 g of 5-[3-(ethoxycarbonyl)benzoyl]-2-methoxybenzenepropanoic acid, ethyl ester and 410 g of pyridine hydrochloride were heated at 180° C. for 4 hours. After cooling, water was added to the mixture while hot. As the mixture cooled, the title product precipitated from solution. Filtration of the solids and crystallization from ethanol/water provided 31.1 g of the title product, m.p. 197°-200° C.